Dataset: the Open Reaction Database (ORD), a public repository of structured organic reaction records. Task: describe an organic reaction: reactants, conditions, products, and yield Reactants: NC=1C=C(C#N)C=CC1N1N=C(C2=C(C=CC=C12)N1C=NC(=C1)C=1C=NN(C1)C)C(F)(F)F (3-Amino-4-(4-(4-(1-methyl-1H-pyrazol-4-yl)-1H-imidazol-1-yl)-3-(trifluoromethyl)-1H-indazol-1-yl)benzonitrile), [OH-].[Na+] (sodium hydroxide), OO (hydrogen peroxide), [Cl-].[NH4+] (ammonium chloride). The solvent is CS(=O)C (DMSO). Run at time 10 minute. Yields the product NC=1C=C(C(=O)N)C=CC1N1N=C(C2=C(C=CC=C12)N1C=NC(=C1)C=1C=NN(C1)C)C(F)(F)F (3-Amino-4-(4-(4-(1-methyl-1H-pyrazol-4-yl)-1H-imidazol-1-yl)-3-(trifluoromethyl)-1H-indazol-1-yl)benzamide). The yield is 63.0%. As a reaction SMILES: [NH2:1][C:2]1[CH:3]=[C:4]([CH:7]=[CH:8][C:9]=1[N:10]1[C:18]2[C:13](=[C:14]([N:19]3[CH:23]=[C:22]([C:24]4[CH:25]=[N:26][N:27]([CH3:29])[CH:28]=4)[N:21]=[CH:20]3)[CH:15]=[CH:16][CH:17]=2)[C:12]([C:30]([F:33])([F:32])[F:31])=[N:11]1)[C:5]#[N:6].[OH-:34].[Na+].OO.[Cl-].[NH4+]>CS(C)=O>[NH2:1][C:2]1[CH:3]=[C:4]([CH:7]=[CH:8][C:9]=1[N:10]1[C:18]2[C:13](=[C:14]([N:19]3[CH:23]=[C:22]([C:24]4[CH:25]=[N:26][N:27]([CH3:29])[CH:28]=4)[N:21]=[CH:20]3)[CH:15]=[CH:16][CH:17]=2)[C:12]([C:30]([F:33])([F:32])[F:31])=[N:11]1)[C:5]([NH2:6])=[O:34] |f:1.2,4.5|. Procedure: To a solution of compound (20a) (50 mg) in DMSO (0.5 mL) were added 4N aqueous sodium hydroxide solution (56 μL) and aqueous hydrogen peroxide solution (25 μL), and the mixture was stirred at room temperature for 10 minutes. After completion of the reaction, an aqueous ammonium chloride solution was added to the reaction solution, and then the mixture was partitioned with ethyl acetate. The organic layer was washed with saturated brine and dried by the addition of anhydrous sodium sulfate. After... Starting materials: [Br-], O=[N+]([O-])c1cccc(C#CCCOCCCCCCBr)c1, CC(=O)[O-], CCCC[N+](CCCC)(CCCC)CCCC, [Na+], CN(C)C=O, O. Product: CC(=O)OCCCCCCOCCC#Cc1cccc([N+](=O)[O-])c1. As a reaction SMILES: [Br-:27].[Br:1][CH2:2][CH2:3][CH2:4][CH2:5][CH2:6][CH2:7][O:8][CH2:9][CH2:10][C:11]#[C:12][c:13]1[cH:14][c:15]([N+:19](=[O:20])[O-:21])[cH:16][cH:17][cH:18]1.[CH3:23][C:24]([O-:25])=[O:26].[CH3:28][CH2:29][CH2:30][CH2:31][N+:32]([CH2:33][CH2:34][CH2:35][CH3:36])([CH2:37][CH2:38][CH2:39][CH3:40])[CH2:41][CH2:42][CH2:43][CH3:44].[Na+:22].[O:45]=[CH:46][N:47]([CH3:48])[CH3:49].[OH2:50]>>[CH2:2]([CH2:3][CH2:4][CH2:5][CH2:6][CH2:7][O:8][CH2:9][CH2:10][C:11]#[C:12][c:13]1[cH:14][c:15]([N+:19](=[O:20])[O-:21])[cH:16][cH:17][cH:18]1)[O:26][C:24]([CH3:23])=[O:25].